This data is from the Open Reaction Database (ORD), a public repository of structured organic reaction records. The task is: describe an organic reaction: reactants, conditions, products, and yield Reactants: CN(C)c1cc(Br)cc(C#N)c1, CC(C)(C)OC(=O)C(N)Br. Product: C=C(C)c1cc(C#N)cc(N(C)C)c1. RXN SMILES: [Br:1][c:2]1[cH:3][c:4]([C:5]#[N:6])[cH:7][c:8]([N:10]([CH3:11])[CH3:12])[cH:9]1.[C:13]([CH:14]([Br:15])[NH2:19])([O:20][C:16]([CH3:17])([CH3:18])[CH3:21])=[O:22]>>[c:2]1([C:16](=[CH2:17])[CH3:18])[cH:3][c:4]([C:5]#[N:6])[cH:7][c:8]([N:10]([CH3:11])[CH3:12])[cH:9]1. The reactants are BrC=1C=C(C=CC1)C=1N(C=CN1)C1=CC=CC=C1 (2-(3-bromophenyl)-1-phenyl-1H-imidazole), NC1=CC=CC=C1 (aniline), CC(C)([O-])C.[Na+] (sodium tert-butoxide), C1(CCCCC1)P(C1=C(C=CC=C1)C1=C(C=CC=C1OC)OC)C1CCCCC1 (2-dicyclohexylphosphino-2′,6′-dimethoxybiphenyl), m-xylenes. Reagents/catalysts: C=1C=CC(=CC1)/C=C/C(=O)/C=C/C2=CC=CC=C2.C=1C=CC(=CC1)/C=C/C(=O)/C=C/C2=CC=CC=C2.C=1C=CC(=CC1)/C=C/C(=O)/C=C/C2=CC=CC=C2.[Pd].[Pd] (Pd2dba3). Run in O (water). Product: C1(=CC=CC=C1)NC1=CC(=CC=C1)C=1N(C=CN1)C1=CC=CC=C1 (N-phenyl-3-(1-phenyl-1H-imidazol-2-yl)aniline). Isolated yield 60.2%. RXN SMILES: Br[C:2]1[CH:3]=[C:4]([C:8]2[N:9]([C:13]3[CH:18]=[CH:17][CH:16]=[CH:15][CH:14]=3)[CH:10]=[CH:11][N:12]=2)[CH:5]=[CH:6][CH:7]=1.[NH2:19][C:20]1[CH:25]=[CH:24][CH:23]=[CH:22][CH:21]=1.CC(C)([O-])C.[Na+].C1(P(C2CCCCC2)C2C=CC=CC=2C2C(OC)=CC=CC=2OC)CCCCC1>O.C1C=CC(/C=C/C(/C=C/C2C=CC=CC=2)=O)=CC=1.C1C=CC(/C=C/C(/C=C/C2C=CC=CC=2)=O)=CC=1.C1C=CC(/C=C/C(/C=C/C2C=CC=CC=2)=O)=CC=1.[Pd].[Pd]>[C:20]1([NH:19][C:2]2[CH:7]=[CH:6][CH:5]=[C:4]([C:8]3[N:9]([C:13]4[CH:18]=[CH:17][CH:16]=[CH:15][CH:14]=4)[CH:10]=[CH:11][N:12]=3)[CH:3]=2)[CH:25]=[CH:24][CH:23]=[CH:22][CH:21]=1 |f:2.3,6.7.8.9.10|. Procedure details: 2-(3-bromophenyl)-1-phenyl-1H-imidazole (5.7 g, 19.05 mmol), aniline (0.85 g, 9.13 mmol), sodium tert-butoxide (2.55 g, 26.6 mmol), Pd2dba3 (0.167 g, 0.183 mmol) and 2-dicyclohexylphosphino-2′,6′-dimethoxybiphenyl (S-Phos) (0.299 g, 0.730 mmol) were charged into the reaction flask with 150 mL of m-xylenes. This mixture was heated at reflux for 1 day. The reaction mixture was diluted with 100 mL of water then was filtered through a pad of Celite®. The m-xylene layer was separated and dried over m... Reactants: C(C)C(CC)C=1C=2N(N=C(C1)C(F)(F)F)C(=C(N2)C)I (8-(1-ethyl-propyl)-3-iodo-2-methyl-6-trifluoromethyl-imidazo[1,2-b]pyridazine), C(C)C(CC)C=1C=2N(N=C(C1)C)C=C(N2)C (8-(1-ethyl-propyl)-2,6-dimethyl-imidazo[1,2-b]pyridazine). The product is C(C)C(CC)C=1C=2N(N=C(C1)C)C(=C(N2)C)C2=C(N=C1N2N=C(C=C1C(CC)CC)C(F)(F)F)C (8-(1-Ethyl-propyl)-2,6-dimethyl-3-{8-(1-ethylpropyl)-2-methyl-6-trifluoromethyl-imidazo[1,2-b]pyridazin-3-yl}imidazo[1,2-b]pyridazine). Isolated yield 51.4%. RXN SMILES: [CH2:1]([CH:3]([C:6]1[C:7]2[N:8]([C:16](I)=[C:17]([CH3:19])[N:18]=2)[N:9]=[C:10]([C:12]([F:15])([F:14])[F:13])[CH:11]=1)[CH2:4][CH3:5])[CH3:2].[CH2:21]([CH:23]([C:26]1[C:27]2[N:28]([CH:33]=[C:34]([CH3:36])[N:35]=2)[N:29]=[C:30]([CH3:32])[CH:31]=1)[CH2:24][CH3:25])[CH3:22]>>[CH2:21]([CH:23]([C:26]1[C:27]2[N:28]([C:33]([C:16]3[N:8]4[N:9]=[C:10]([C:12]([F:15])([F:14])[F:13])[CH:11]=[C:6]([CH:3]([CH2:4][CH3:5])[CH2:1][CH3:2])[C:7]4=[N:18][C:17]=3[CH3:19])=[C:34]([CH3:36])[N:35]=2)[N:29]=[C:30]([CH3:32])[CH:31]=1)[CH2:24][CH3:25])[CH3:22]. Reported procedure: Using a procedure analogous to Example 16B, 8-(1-ethyl-propyl)-3-iodo-2-methyl-6-trifluoromethyl-imidazo[1,2-b]pyridazine (0.15 g, 0.37 mmol) and 8-(1-ethyl-propyl)-2,6-dimethyl-imidazo[1,2-b]pyridazine (0.082 g, 0.37 mmol) give the title compound (0.096 g, 0.19 mmol, 53%). 1H NMR (CDCl3): δ 0.89-0.97 (m, 12H), 1.80-1.97 (m, 8H), 2.47 (bs, 6H), 2.54 (s, 3H), 3.35-3.45 (m, 1H), 3.47-3.55 (m, 1H), 6.73 (s, 1H), 7.10 (s, 1H). ES-MS (m/z): calcd for C26H33F3N6 (M+H)+: 487.6. found: 487.3. The reactants are [N+](=[N-])=C (diazomethane), C(C)(=O)O (acetic acid), C1N(C[C@@H]2CCCC[C@H]12)C(=O)CC(C(=O)O)CC1=CC=C(C=C1)C (3-(cis-hexahydro-2-isoindolinylcarbonyl)-2-(4-methylbenzyl)propionic acid), [N+](=[N-])=C (diazomethane). Solvent: C(C)OCC (diethyl ether), C(C)OCC (diethyl ether). Reaction conditions: temperature 0 celsius. Yields the product C1N(C[C@@H]2CCCC[C@H]12)C(=O)CC(C(=O)OC)CC1=CC=C(C=C1)C (methyl 3-(cis-hexahydro-2-isoindolinylcarbonyl)-2-(4-methylbenzyl)propionate). RXN SMILES: [CH2:1]1[C@@H:9]2[C@@H:4]([CH2:5][CH2:6][CH2:7][CH2:8]2)[CH2:3][N:2]1[C:10]([CH2:12][CH:13]([CH2:17][C:18]1[CH:23]=[CH:22][C:21]([CH3:24])=[CH:20][CH:19]=1)[C:14]([OH:16])=[O:15])=[O:11].[N+](=[CH2:27])=[N-].C(O)(=O)C>C(OCC)C>[CH2:1]1[C@@H:9]2[C@@H:4]([CH2:5][CH2:6][CH2:7][CH2:8]2)[CH2:3][N:2]1[C:10]([CH2:12][CH:13]([CH2:17][C:18]1[CH:19]=[CH:20][C:21]([CH3:24])=[CH:22][CH:23]=1)[C:14]([O:16][CH3:27])=[O:15])=[O:11]. Procedure details: To a suspension of 3-(cis-hexahydro-2-isoindolinylcarbonyl)-2-(4-methylbenzyl)propionic acid (100 mg) in diethyl ether (10 ml) was added a solution of diazomethane in diethyl ether (10 ml) with stirring at 0° C. After the mixture was stirred at room temperature for 1 hour, excess diazomethane was decomposed with acetic acid. The reaction mixture was washed successively with saturated sodium bicarbonate solution and brine and dried over MgSO4. After the solvent was evaporated under reduced pressu... Reactants: C(C)(=O)C1=C(N=C2N1C=CC(=C2)C2CCN(CC2)C(=O)OCC2=CC=CC=C2)C2=CC=C(C=C2)F (Benzyl 4-[3-acetyl-2-(4-fluorophenyl)imidazo[1,2-a]pyridin-7-yl]piperidine-1-carboxylate), CN(C)C(OC)OC (DMFDMA), Cl.NC(=N)N (guanidine-HCl), C[O-].[Na+] (sodium methoxide), CN(C)C(OC)OC (DMFDMA). Run in C1(=CC=CC=C1)C (toluene), CO (methanol). Conditions: temperature 100 celsius. Yields the product NC1=NC=CC(=N1)C1=C(N=C2N1C=CC(=C2)C2CCN(CC2)C(=O)OCC2=CC=CC=C2)C2=CC=C(C=C2)F (Benzyl 4-[3-(2-aminopyrimidin-4-yl)-2-(4-fluorophenyl)imidazo[1,2-a]pyridin-7-yl]piperidine-1-carboxylate). As a reaction SMILES: [C:1]([C:4]1[N:8]2[CH:9]=[CH:10][C:11]([CH:13]3[CH2:18][CH2:17][N:16]([C:19]([O:21][CH2:22][C:23]4[CH:28]=[CH:27][CH:26]=[CH:25][CH:24]=4)=[O:20])[CH2:15][CH2:14]3)=[CH:12][C:7]2=[N:6][C:5]=1[C:29]1[CH:34]=[CH:33][C:32]([F:35])=[CH:31][CH:30]=1)(=O)[CH3:2].[CH3:36]N(C(OC)OC)C.Cl.[NH2:45][C:46]([NH2:48])=[NH:47].C[O-].[Na+]>CO.C1(C)C=CC=CC=1>[NH2:47][C:46]1[N:48]=[C:1]([C:4]2[N:8]3[CH:9]=[CH:10][C:11]([CH:13]4[CH2:14][CH2:15][N:16]([C:19]([O:21][CH2:22][C:23]5[CH:28]=[CH:27][CH:26]=[CH:25][CH:24]=5)=[O:20])[CH2:17][CH2:18]4)=[CH:12][C:7]3=[N:6][C:5]=2[C:29]2[CH:34]=[CH:33][C:32]([F:35])=[CH:31][CH:30]=2)[CH:2]=[CH:36][N:45]=1 |f:2.3,4.5|. Reported procedure: A 28 mL Pyrex Plus tube was charged with ketone 35 (420 mg, 0.89 mmol), DMFDMA (530 mg, 4.45 mmol) and toluene (10 mL). The reaction was heated to 100° C. for 7 hours, after which more DMFDMA (530 mg, 4.45 mmol) was added, and the reaction was allowed to heat at 100° C. for 12 more hours. The reaction was then concentrated under reduced pressure, and then dissolved in 1-propanol (20 mL). The reaction was then charged with guanidine-HCl (128 mg, 1.34 mmol) and sodium methoxide (305 □L of a 25% (w... Starting materials: C(C)OCC(=O)NC(CN1C(=NC=2C=NC=3C=CC=CC3C21)COCC)(C)C (2-ethoxy-N-{2-[2-(ethoxymethy)-1H-imidazo[4,5-c]quinolin-1-yl]-1,1-dimethylethyl}acetamide), ClC=1C=C(C(=O)OO)C=CC1 (3-chloroperoxybenzoic acid). Run in C(Cl)Cl (CH2Cl2), C(Cl)Cl (CH2Cl2). Conditions: time 3 hour. The product is C(C)OCC(=O)NC(CN1C(=NC=2C=[N+](C=3C=CC=CC3C21)[O-])COCC)(C)C (2-ethoxy-N-{2-[2-(ethoxymethy)-5-oxido-1H-imidazo[4,5-c]quinolin-1-yl]-1,1-dimethylethyl}acetamide). Isolated yield 87.4%. Reaction SMILES: [CH2:1]([O:3][CH2:4][C:5]([NH:7][C:8]([CH3:28])([CH3:27])[CH2:9][N:10]1[C:22]2[C:21]3[CH:20]=[CH:19][CH:18]=[CH:17][C:16]=3[N:15]=[CH:14][C:13]=2[N:12]=[C:11]1[CH2:23][O:24][CH2:25][CH3:26])=[O:6])[CH3:2].ClC1C=C(C=CC=1)C(OO)=[O:34]>C(Cl)Cl>[CH2:1]([O:3][CH2:4][C:5]([NH:7][C:8]([CH3:27])([CH3:28])[CH2:9][N:10]1[C:22]2[C:21]3[CH:20]=[CH:19][CH:18]=[CH:17][C:16]=3[N+:15]([O-:34])=[CH:14][C:13]=2[N:12]=[C:11]1[CH2:23][O:24][CH2:25][CH3:26])=[O:6])[CH3:2]. Reported procedure: A solution of 2-ethoxy-N-{2-[2-(ethoxymethy)-1H-imidazo[4,5-c]quinolin-1-yl]-1,1-dimethylethyl}acetamide (998 mg, 2.60 mmol) in 20 mL of CH2Cl2 was treated with 3-chloroperoxybenzoic acid (77%, 668 mg, 2.99 mmol). After stirring for 3 h, the reaction mixture was treated with 30 mL of additional CH2Cl2 and was washed with 1% Na2CO3 solution (2×50 mL), H2O and brine. The organic portion was then dried over Na2SO4 and concentrated to give 2-ethoxy-N-{2-[2-(ethoxymethy)-5-oxido-1H-imidazo[4,5-c]quin... The reactants are Nc1nc(OCCC2CC2)nc2c1ncn2C1CCCCO1, ClC(Cl)Cl, O=C1CCC(=O)N1Br. Product: Nc1nc(OCCC2CC2)nc2c1nc(Br)n2C1CCCCO1. As a reaction SMILES: [CH:1]1([CH2:4][CH2:5][O:6][c:7]2[n:8][c:9]([NH2:22])[c:10]3[n:11][cH:12][n:13]([CH:16]4[O:17][CH2:18][CH2:19][CH2:20][CH2:21]4)[c:14]3[n:15]2)[CH2:2][CH2:3]1.[CH:31]([Cl:32])([Cl:33])[Cl:34].[O:23]=[C:24]1[N:25]([Br:30])[C:26](=[O:27])[CH2:28][CH2:29]1>>[CH:1]1([CH2:4][CH2:5][O:6][c:7]2[n:8][c:9]([NH2:22])[c:10]3[n:11][c:12]([Br:30])[n:13]([CH:16]4[O:17][CH2:18][CH2:19][CH2:20][CH2:21]4)[c:14]3[n:15]2)[CH2:2][CH2:3]1. RXN SMILES: [CH3:42][CH2:43][O:44][C:45]([CH3:46])=[O:47].[Cl:27][C:28]1=[C:39]([Cl:40])[C:32](=[O:35])[C:36]([C:37]#[N:38])=[C:31]([C:33]#[N:34])[C:29]1=[O:30].[F:1][c:2]1[cH:3][c:4]2[cH:5][cH:6][n:7]([NH:11][C:12](=[O:13])[c:14]3[c:15]([CH3:26])[n:16][c:17](-[c:20]4[n:21][cH:22][cH:23][cH:24][cH:25]4)[n:18][cH:19]3)[c:8]2[cH:9][cH:10]1.[OH2:41]>>[F:1][c:2]1[cH:3][c:4]2[c:5]([CH:32]=[O:35])[cH:6][n:7]([NH:11][C:12](=[O:13])[c:14]3[c:15]([CH3:26])[n:16][c:17](-[c:20]4[n:21][cH:22][cH:23][cH:24][cH:25]4)[n:18][cH:19]3)[c:8]2[cH:9][cH:10]1. The product is Cc1nc(-c2ccccn2)ncc1C(=O)Nn1cc(C=O)c2cc(F)ccc21. Reactants: CCOC(C)=O, N#CC1=C(C#N)C(=O)C(Cl)=C(Cl)C1=O, Cc1nc(-c2ccccn2)ncc1C(=O)Nn1ccc2cc(F)ccc21, O.